Dataset: the Open Reaction Database (ORD), a public repository of structured organic reaction records. Task: describe an organic reaction: reactants, conditions, products, and yield Starting materials: CC(C)CCC[C@@H](C)[C@H]1CC[C@H]2[C@@H]3CC=C4C[C@H](CC[C@]4(C)[C@H]3CC[C@]12C)OCCCCCCI (6-(5-cholesten-3β-yloxy)hexyl iodide), C1(C=2C(C(N1)=O)=CC=CC2)=O.[K] (potassium phthalimide). Solvent: CN(C)C=O (DMF). Reaction conditions: time 0.5 hour. Product: C1(C=2C(C(N1CCCCCCO[C@@H]1CC3=CC[C@H]4[C@@H]5CC[C@H]([C@@H](CCCC(C)C)C)[C@]5(CC[C@@H]4[C@]3(CC1)C)C)=O)=CC=CC2)=O (6-Phthalimido-1-(5-cholesten-3β-yloxy)hexane). Isolated yield 89.1%. Reaction SMILES: [CH3:1][CH:2]([CH2:4][CH2:5][CH2:6][C@H:7]([C@@H:9]1[C@:26]2([CH3:27])[C@H:12]([C@H:13]3[C@H:23]([CH2:24][CH2:25]2)[C@:21]2([CH3:22])[C:16]([CH2:17][C@@H:18]([O:28][CH2:29][CH2:30][CH2:31][CH2:32][CH2:33][CH2:34]I)[CH2:19][CH2:20]2)=[CH:15][CH2:14]3)[CH2:11][CH2:10]1)[CH3:8])[CH3:3].[C:36]1(=[O:46])[NH:40][C:39](=[O:41])[C:38]2=[CH:42][CH:43]=[CH:44][CH:45]=[C:37]12.[K]>CN(C=O)C>[C:36]1(=[O:46])[N:40]([CH2:34][CH2:33][CH2:32][CH2:31][CH2:30][CH2:29][O:28][C@H:18]2[CH2:19][CH2:20][C@@:21]3([CH3:22])[C:16](=[CH:15][CH2:14][C@@H:13]4[C@@H:23]3[CH2:24][CH2:25][C@@:26]3([CH3:27])[C@H:12]4[CH2:11][CH2:10][C@@H:9]3[C@H:7]([CH3:8])[CH2:6][CH2:5][CH2:4][CH:2]([CH3:3])[CH3:1])[CH2:17]2)[C:39](=[O:41])[C:38]2=[CH:42][CH:43]=[CH:44][CH:45]=[C:37]12 |f:1.2,^1:46|. Procedure: A mixture of 6-(5-cholesten-3β-yloxy)hexyl iodide (1.0 g) and potassium phthalimide (1.0 g) in DMF (25 ml) is heated with stirring for 0.5 hours at 85°-90° C. (bath temperature). The mixture is filtered and the filtrate is evaporated in vacuo to a residue that is partitioned between chloroform and water. The organic layer is washed with aqueous sodium thiosulfate and water, dried, and evaporated to a syrup that crystallizes upon standing. Recrystallization from petroleum ether gives the title co... The reactants are ClCCl, O=C(O)C(F)(F)F, CC(C)(C)OC(=O)N1CCC(n2cnc(-c3ccccc3)c2-c2ccncn2)CC1. Yields the product c1ccc(-c2ncn(C3CCNCC3)c2-c2ccncn2)cc1. As a reaction SMILES: [Cl:38][CH2:39][Cl:40].[F:1][C:2]([F:3])([F:4])[C:5]([OH:6])=[O:7].[c:8]1(-[c:14]2[n:15][cH:16][n:17]([CH:25]3[CH2:26][CH2:27][N:28]([C:31]([O:32][C:33]([CH3:34])([CH3:35])[CH3:36])=[O:37])[CH2:29][CH2:30]3)[c:18]2-[c:19]2[n:20][cH:21][n:22][cH:23][cH:24]2)[cH:9][cH:10][cH:11][cH:12][cH:13]1>>[c:8]1(-[c:14]2[n:15][cH:16][n:17]([CH:25]3[CH2:26][CH2:27][NH:28][CH2:29][CH2:30]3)[c:18]2-[c:19]2[n:20][cH:21][n:22][cH:23][cH:24]2)[cH:9][cH:10][cH:11][cH:12][cH:13]1. Yields the product C(C)NC(NC1=CC=C(C=C1)C=1N=C(C2=C(N1)CN(CC2)C(=O)OC)N2CCOCC2)=O (methyl 2-(4-(3-ethylureido)phenyl)-4-morpholino-5,6-dihydropyrido[3,4-d]pyrimidine-7(8H)-carboxylate). Reported procedure: Method as example 34 using 1-ethyl-3-(4-(4-morpholino-5,6,7,8-tetrahydropyrido[3,4-d]pyrimidin-2-yl)phenyl)urea (example 82) and methyl chloroformate as starting materials. The reactants are C(C)NC(=O)NC1=CC=C(C=C1)C=1N=C(C2=C(N1)CNCC2)N2CCOCC2 (1-ethyl-3-(4-(4-morpholino-5,6,7,8-tetrahydropyrido[3,4-d]pyrimidin-2-yl)phenyl)urea), ClC(=O)OC (methyl chloroformate). As a reaction SMILES: [CH2:1]([NH:3][C:4]([NH:6][C:7]1[CH:12]=[CH:11][C:10]([C:13]2[N:14]=[C:15]([N:23]3[CH2:28][CH2:27][O:26][CH2:25][CH2:24]3)[C:16]3[CH2:22][CH2:21][NH:20][CH2:19][C:17]=3[N:18]=2)=[CH:9][CH:8]=1)=[O:5])[CH3:2].Cl[C:30]([O:32][CH3:33])=[O:31]>>[CH2:1]([NH:3][C:4](=[O:5])[NH:6][C:7]1[CH:8]=[CH:9][C:10]([C:13]2[N:14]=[C:15]([N:23]3[CH2:24][CH2:25][O:26][CH2:27][CH2:28]3)[C:16]3[CH2:22][CH2:21][N:20]([C:30]([O:32][CH3:33])=[O:31])[CH2:19][C:17]=3[N:18]=2)=[CH:11][CH:12]=1)[CH3:2]. The reactants are Cl.COC1=CC=C(C=C1)NN (4-Methoxyphenylhydrazine hydrochloride), COC(CC(=O)OC)OC (methyl 3,3-dimethoxypropionate). Solvent: C(C)(=O)O (acetic acid). Run at temperature 70 celsius, time 4.5 hour. Yields the product COC=1C=C2C(=CNC2=CC1)C(=O)OC (methyl 5-methoxy-1H-indole-3-carboxylate). Isolated yield 110.2%. Reaction SMILES: Cl.[CH3:2][O:3][C:4]1[CH:9]=[CH:8][C:7]([NH:10]N)=[CH:6][CH:5]=1.[CH3:12][O:13][CH:14]([O:20]C)[CH2:15][C:16](OC)=O>C(O)(=O)C>[CH3:2][O:3][C:4]1[CH:9]=[C:8]2[C:7](=[CH:6][CH:5]=1)[NH:10][CH:16]=[C:15]2[C:14]([O:13][CH3:12])=[O:20] |f:0.1|. Reported procedure: 4-Methoxyphenylhydrazine hydrochloride (200 mg) and methyl 3,3-dimethoxypropionate (194 mg) were added to acetic acid (8.0 ml) and stirred for 4.5 hours at 70° C. The mixture was concentrated under reduced pressure, and the residue was purified by column chromatography (eluting solvent; ethyl acetate:n-hexane 1:5→1:3) to give methyl 5-methoxy-1H-indole-3-carboxylate (259 mg, Y.:97%). Reactants: C(C=C)C1=C(C=CC=C1)O (2-allylphenol), ClC=1C(=C(C=CC1C)C)Cl (dichloro-para-xylene). Yields the product C(=CC)C1=C(OCC2=CC=C(C=C2)COC2=C(C=CC=C2)C=CC)C=CC=C1 (α,α'-bis-(ortho-propenylphenoxy)-para-xylene), white crystalline solid. The yield is 95.0%. Reaction SMILES: [CH2:1]([C:4]1[CH:9]=[CH:8][CH:7]=[CH:6][C:5]=1[OH:10])[CH:2]=[CH2:3].Cl[C:12]1[C:13](Cl)=[C:14]([CH3:19])[CH:15]=[CH:16][C:17]=1[CH3:18]>>[CH:1]([C:4]1[CH:9]=[CH:8][CH:7]=[CH:6][C:5]=1[O:10][CH2:18][C:17]1[CH:16]=[CH:15][C:14]([CH2:19][O:10][C:5]2[CH:6]=[CH:7][CH:8]=[CH:9][C:4]=2[CH:1]=[CH:2][CH3:3])=[CH:13][CH:12]=1)=[CH:2][CH3:3]. Procedure details: α,α'-bis-(ortho-propenylphenoxy)-para-xylene is prepared in a procedure similar to Example I, except that 459.3 grams (3.4 moles) of 2-allylphenol is employed along with 300 grams (1.7 mole) of dichloro-para-xylene to yield 597 grams (95% yield) of a white crystalline solid having a melting point of 50°-53° C. The reactants are Cl.O1CCCC12CNCC2 (1-oxa-7-azaspiro[4.4]nonane hydrochloride), TEA, [Na] (sodium), C(=O)(O)[O-].[Na+] (NaHCO3), COC1=CC=C(C=C1)C1=NN=C(O1)C(=O)N1CC(C1)OC1=CC=C(C=O)C=C1 (4-(1-(5-(4-methoxyphenyl)-1,3,4-oxadiazole-2-carbonyl)azetidin-3-yloxy)benzaldehyde). Run in C(Cl)Cl (DCM), C(Cl)Cl (DCM). Run at time 10 minute. Yields the product O1CCCC12CN(CC2)CC2=CC=C(OC1CN(C1)C(=O)C=1OC(=NN1)C1=CC=C(C=C1)OC)C=C2 ((3-(4-(1-Oxa-7-azaspiro[4.4]nonan-7-ylmethyl)phenoxy)azetidin-1-yl)(5-(4-methoxyphenyl)-1,3,4-oxadiazol-2-yl)methanone). The yield is 48.4%. As a reaction SMILES: Cl.[O:2]1[C:6]2([CH2:10][CH2:9][NH:8][CH2:7]2)[CH2:5][CH2:4][CH2:3]1.[CH3:11][O:12][C:13]1[CH:18]=[CH:17][C:16]([C:19]2[O:23][C:22]([C:24]([N:26]3[CH2:29][CH:28]([O:30][C:31]4[CH:38]=[CH:37][C:34]([CH:35]=O)=[CH:33][CH:32]=4)[CH2:27]3)=[O:25])=[N:21][N:20]=2)=[CH:15][CH:14]=1.[Na].C([O-])(O)=O.[Na+]>C(Cl)Cl>[O:2]1[C:6]2([CH2:10][CH2:9][N:8]([CH2:35][C:34]3[CH:33]=[CH:32][C:31]([O:30][CH:28]4[CH2:29][N:26]([C:24]([C:22]5[O:23][C:19]([C:16]6[CH:17]=[CH:18][C:13]([O:12][CH3:11])=[CH:14][CH:15]=6)=[N:20][N:21]=5)=[O:25])[CH2:27]4)=[CH:38][CH:37]=3)[CH2:7]2)[CH2:5][CH2:4][CH2:3]1 |f:0.1,4.5,^1:38|. Reported procedure: 1-oxa-7-azaspiro[4.4]nonane hydrochloride (65 mg, 0.40 mmol) and TEA (0.082 mL, 0.59 mmol) were mixed with DCM (4 mL). To the mixture was added 4-(1-(5-(4-methoxyphenyl)-1,3,4-oxadiazole-2-carbonyl)azetidin-3-yloxy)benzaldehyde (0.150 g, 0.40 mmol) dissolved in DCM (1 mL). After stirring for 10 min, sodium triacetoxyhydroborate (0.168 g, 0.79 mmol) was added and the reaction mixture was stirred at RT overnight. An aqueous solution of NaHCO3 (8%, 10 mL) was added and the mixture was extracted twi... The reactants are NC=1C=NN2C(NC=3C=CC=CC3C21)(C)C (1-amino-5,5-dimethyl-5,6-dihydropyrazolo[1,5-c]quinazoline), C(C)(=O)OC(C)=O (acetic anhydride). Run in N1=CC=CC=C1 (pyridine). Reaction conditions: time 1 day. Product: N(C(=O)C)C=1C=NN2C(NC=3C=CC=CC3C21)(C)C (1-acetamino-5,5-dimethyl-5,6-dihydropyrazolo[1,5-c]quinazoline). Isolated yield 82.0%. Reaction SMILES: [NH2:1][C:2]1[CH:3]=[N:4][N:5]2[C:14]=1[C:13]1[CH:12]=[CH:11][CH:10]=[CH:9][C:8]=1[NH:7][C:6]2([CH3:16])[CH3:15].[C:17](OC(=O)C)(=[O:19])[CH3:18]>N1C=CC=CC=1>[NH:1]([C:2]1[CH:3]=[N:4][N:5]2[C:14]=1[C:13]1[CH:12]=[CH:11][CH:10]=[CH:9][C:8]=1[NH:7][C:6]2([CH3:16])[CH3:15])[C:17]([CH3:18])=[O:19]. Procedure: 16.1 g (0.075 mole) of 1-amino-5,5-dimethyl-5,6-dihydropyrazolo[1,5-c]quinazoline are dissolved in 100 ml of pyridine. 80 ml of acetic anhydride are added and the reaction mixture is left to stand at room temperature for 1 day. The crystals separated spontaneously are filtered off and the mother liquor is evaporated. The collected crystals are washed with water and dried. Thus, 16.7 g (82%) of 1-acetamino-5,5-dimethyl-5,6-dihydropyrazolo[1,5-c]quinazoline are obtained. M.p.: 228°-230° C. Reactants: ClC1=CC(=C(OC2=C(C=C(C=C2)S(=O)(=O)NC=2SC(=CN2)Cl)C#N)C=C1)I (4-(4-chloro-2-iodophenoxy)-N-(5-chloro-1,3-thiazol-2-yl)-3-cyanobenzenesulfonamide), CC1(OB(OC1(C)C)C=1C=NNC1)C (4-(4,4,5,5-tetramethyl-1,3,2-dioxaborolan-2-yl)-1H-pyrazole). Product: ClC1=CN=C(S1)NS(=O)(=O)C1=CC(=C(C=C1)OC1=C(C=C(C=C1)Cl)C=1C=NNC1)C#N (N-(5-Chloro-1,3-thiazol-2-yl)-3-cyano-4-[4-chloro-2-(1H-pyrazol-4-yl)phenoxy]benzenesulfonamide). Reaction SMILES: [Cl:1][C:2]1[CH:26]=[CH:25][C:5]([O:6][C:7]2[CH:12]=[CH:11][C:10]([S:13]([NH:16][C:17]3[S:18][C:19]([Cl:22])=[CH:20][N:21]=3)(=[O:15])=[O:14])=[CH:9][C:8]=2[C:23]#[N:24])=[C:4](I)[CH:3]=1.CC1(C)C(C)(C)OB([C:36]2[CH:37]=[N:38][NH:39][CH:40]=2)O1>>[Cl:22][C:19]1[S:18][C:17]([NH:16][S:13]([C:10]2[CH:11]=[CH:12][C:7]([O:6][C:5]3[CH:25]=[CH:26][C:2]([Cl:1])=[CH:3][C:4]=3[C:36]3[CH:37]=[N:38][NH:39][CH:40]=3)=[C:8]([C:23]#[N:24])[CH:9]=2)(=[O:15])=[O:14])=[N:21][CH:20]=1. Reported procedure: The title compound was prepared according to the same method as that used for Example 785 above using 4-(4-chloro-2-iodophenoxy)-N-(5-chloro-1,3-thiazol-2-yl)-3-cyanobenzenesulfonamide (Preparation 219) and 4-(4,4,5,5-tetramethyl-1,3,2-dioxaborolan-2-yl)-1H-pyrazole as starting materials. Purification by preparative HPLC afforded the title compound. Yield 7.8 mg 17%. Reactants: BrC=1C=CC(=C(C=O)C1)F (5-bromo-2-fluorobenzaldehyde), SCCCC(=O)OCC (ethyl 4-mercaptobutyrate). The product is BrC1=CC(=C(C=C1)SCCCC(=O)OCC)C=O (ethyl 4-(4-bromo-2-formylphenylthio)butyrate). Isolated yield 78.0%. Reaction SMILES: [Br:1][C:2]1[CH:3]=[CH:4][C:5](F)=[C:6]([CH:9]=1)[CH:7]=[O:8].[SH:11][CH2:12][CH2:13][CH2:14][C:15]([O:17][CH2:18][CH3:19])=[O:16]>>[Br:1][C:2]1[CH:3]=[CH:4][C:5]([S:11][CH2:12][CH2:13][CH2:14][C:15]([O:17][CH2:18][CH3:19])=[O:16])=[C:6]([CH:7]=[O:8])[CH:9]=1. Procedure: Ethyl 4-(4-bromo-2-formylphenylthio)butyrate was synthesized from 5-bromo-2-fluorobenzaldehyde and ethyl 4-mercaptobutyrate in the same manner as Example 2. After column chromatography, crystallization from hexane/isopropyl ether yielded ethyl 4-(4-bromo-2-formylphenylthio)butyrate (Yield 78%) as yellow crystals. The reactants are CCN(CC=CC#CC(C)(C)C)Cc1cccc(O)c1, CN(C)C=O, CS(=O)(=O)OCc1cccc(-n2cccc2)c1, [H-], [Na+], C1CCOC1. The product is CCN(CC=CC#CC(C)(C)C)Cc1cccc(OCc2cccc(-n3cccc3)c2)c1. RXN SMILES: [CH3:1][C:2]([C:3]#[C:4][CH:5]=[CH:6][CH2:7][N:8]([CH2:9][CH3:10])[CH2:11][c:12]1[cH:13][c:14]([OH:18])[cH:15][cH:16][cH:17]1)([CH3:19])[CH3:20].[CH3:23][N:24]([CH3:25])[CH:26]=[O:27].[CH3:28][S:29]([O:30][CH2:33][c:34]1[cH:35][c:36](-[n:40]2[cH:41][cH:42][cH:43][cH:44]2)[cH:37][cH:38][cH:39]1)(=[O:31])=[O:32].[H-:21].[Na+:22].[O:45]1[CH2:46][CH2:47][CH2:48][CH2:49]1>>[CH3:1][C:2]([C:3]#[C:4][CH:5]=[CH:6][CH2:7][N:8]([CH2:9][CH3:10])[CH2:11][c:12]1[cH:13][c:14]([O:18][CH2:33][c:34]2[cH:35][c:36](-[n:40]3[cH:41][cH:42][cH:43][cH:44]3)[cH:37][cH:38][cH:39]2)[cH:15][cH:16][cH:17]1)([CH3:19])[CH3:20].